This data is from the Open Reaction Database (ORD), a public repository of structured organic reaction records. The task is: describe an organic reaction: reactants, conditions, products, and yield The reactants are COc1ccccc1C1CC(=O)c2c(C)coc2C1, CCO, Cl, Cl, N=C(N)NN. Product: COc1ccccc1C1CC(=NNC(=N)N)c2c(C)coc2C1, Cl. RXN SMILES: [CH3:1][O:2][c:3]1[c:4]([CH:9]2[CH2:10][c:11]3[c:12]([c:13]([CH3:16])[cH:14][o:15]3)[C:17](=[O:19])[CH2:18]2)[cH:5][cH:6][cH:7][cH:8]1.[CH3:27][CH2:28][OH:29].[ClH:20].[ClH:26].[NH2:21][NH:22][C:23](=[NH:24])[NH2:25]>>[CH3:1][O:2][c:3]1[c:4]([CH:9]2[CH2:10][c:11]3[c:12]([c:13]([CH3:16])[cH:14][o:15]3)[C:17](=[N:21][NH:22][C:23](=[NH:24])[NH2:25])[CH2:18]2)[cH:5][cH:6][cH:7][cH:8]1.[ClH:20].